This data is from the Open Reaction Database (ORD), a public repository of structured organic reaction records. The task is: describe an organic reaction: reactants, conditions, products, and yield Starting materials: [H-].[Al+3].[Li+].[H-].[H-].[H-] (lithium aluminium hydride), C(C)(C)(C)OC(=O)N1[C@@H](CC2(CC2)CC1)C(=O)OCC1=CC=CC=C1 ((S)-6-aza-spiro[2.5]octane-5,6-dicarboxylic acid 5-benzyl ester 6-tert-butyl ester), C(C)(C)(C)OC(=O)N1[C@@H](CC2(CC2)CC1)C(=O)OCC1=CC=CC=C1 ((S)-6-aza-spiro[2.5]octane-5,6-dicarboxylic acid 5-benzyl ester 6-tert-butyl ester), C(C)(C)(C)OC(=O)N1[C@@H](CC2(CC2)CC1)C(=O)OCC1=CC=CC=C1 ((S)-6-aza-spiro[2.5]octane-5,6-dicarboxylic acid 5-benzyl ester 6-tert-butyl ester). Run in C1CCOC1 (THF), C1CCOC1 (THF). Reaction conditions: temperature 0 celsius, time 2 hour. Product: C(C)(C)(C)OC(=O)N1[C@@H](CC2(CC2)CC1)CO ((S)-5-Hydroxymethyl-6-aza-spiro[2.5]octane-6-carboxylic acid tert-butyl ester), oil. Yield: 83.0%. Reaction SMILES: [C:1]([O:5][C:6]([N:8]1[CH2:15][CH2:14][C:11]2([CH2:13][CH2:12]2)[CH2:10][C@H:9]1[C:16](OCC1C=CC=CC=1)=[O:17])=[O:7])([CH3:4])([CH3:3])[CH3:2].[H-].[Al+3].[Li+].[H-].[H-].[H-]>C1COCC1>[C:1]([O:5][C:6]([N:8]1[CH2:15][CH2:14][C:11]2([CH2:13][CH2:12]2)[CH2:10][C@H:9]1[CH2:16][OH:17])=[O:7])([CH3:4])([CH3:3])[CH3:2] |f:1.2.3.4.5.6|. Procedure: Alternatively Intermediate 18 was prepared from Intermediate 16. To a suspension of lithium aluminium hydride (0.57 g, 15 mmol) in anhydrous THF (30 ml) was added the solution of (S)-6-aza-spiro[2.5]octane-5,6-dicarboxylic acid 5-benzyl ester 6-tert-butyl ester (intermediate 16, 3.45 g, 10 mmol) in THF(20 ml) at 0° C., after the addition was completed, the reaction mixture was stirred at 0° C. for 2 hours. The resulting mixture was quenched with Na2SO4.10H2O, filtered and the filtration was drie... Starting materials: FC1=CC=C(C=C1)O (4-fluorophenol), CC1(CCCCC1)O (1-methylcyclohexanol), CC#N (CH3CN). Yields the product NC=1C(=CC(=C(C1)O)C1(CCCCC1)C)F (5-Amino-4-fluoro-2-(1-methylcyclohexyl)phenol). As a reaction SMILES: [F:1][C:2]1[CH:7]=[CH:6][C:5]([OH:8])=[CH:4][CH:3]=1.[CH3:9][C:10]1(O)[CH2:15][CH2:14][CH2:13][CH2:12][CH2:11]1.CC#[N:19]>>[NH2:19][C:3]1[C:2]([F:1])=[CH:7][C:6]([C:10]2([CH3:9])[CH2:15][CH2:14][CH2:13][CH2:12][CH2:11]2)=[C:5]([OH:8])[CH:4]=1. Procedure details: 5-Amino-4-fluoro-2-(1-methylcyclohexyl)phenol (C-13) was synthesized following the general scheme above starting from 4-fluorophenol and 1-methylcyclohexanol. Overall yield (3%). HPLC ret. time 3.00 min, 10-99% CH3CN, 5 min run; ESI-MS 224.2 m/z (MH+). Starting materials: COC1=C(C(=O)NNC(=O)C2=CC(=NN2C=2C=C(SC2)CNC([C@H](C)NC(OC(C)(C)C)=O)=O)C(F)(F)F)C=CC=C1 ((S)-tert-butyl 1-((4-(5-(2-(2-methoxybenzoyl)hydrazinecarbonyl)-3-(trifluoromethyl)-1H-pyrazol-1-yl)thiophen-2-yl)methylamino)-1-oxopropan-2-ylcarbamate), CC(N=C=NC(C)C)C (DIC). Solvent: CN(C)C=O (DMF). The product is COC1=C(C=CC=C1)C1=NN=C(O1)C1=CC(=NN1C=1C=C(SC1)CNC([C@H](C)NC(OC(C)(C)C)=O)=O)C(F)(F)F ((S)-tert-butyl 1-((4-(5-(5-(2-methoxyphenyl)-1,3,4-oxadiazol-2-yl)-3-(trifluoromethyl)-1H-pyrazol-1-yl)thiophen-2-yl)methylamino)-1-oxopropan-2-ylcarbamate). Yield: 101.3%. As a reaction SMILES: [CH3:1][O:2][C:3]1[CH:42]=[CH:41][CH:40]=[CH:39][C:4]=1[C:5]([NH:7][NH:8][C:9]([C:11]1[N:15]([C:16]2[CH:17]=[C:18]([CH2:21][NH:22][C:23](=[O:34])[C@@H:24]([NH:26][C:27](=[O:33])[O:28][C:29]([CH3:32])([CH3:31])[CH3:30])[CH3:25])[S:19][CH:20]=2)[N:14]=[C:13]([C:35]([F:38])([F:37])[F:36])[CH:12]=1)=O)=[O:6].CC(C)N=C=NC(C)C>CN(C=O)C>[CH3:1][O:2][C:3]1[CH:42]=[CH:41][CH:40]=[CH:39][C:4]=1[C:5]1[O:6][C:9]([C:11]2[N:15]([C:16]3[CH:17]=[C:18]([CH2:21][NH:22][C:23](=[O:34])[C@@H:24]([NH:26][C:27](=[O:33])[O:28][C:29]([CH3:30])([CH3:31])[CH3:32])[CH3:25])[S:19][CH:20]=3)[N:14]=[C:13]([C:35]([F:36])([F:37])[F:38])[CH:12]=2)=[N:8][N:7]=1. Reported procedure: A solution of compound 16 (73 mg, 0.120 mmol) in DMF (1.0 mL) and DIC (0.1 mL, 0.642 mmol) was heated to 100 degrees for 13 hours. The reaction was concentrated down to a brown gum and then applied onto a 12M Biotage column and eluted with 0-5% methanol and dichloromethane to give 72 mg of a semi-purified compound. This material was further purified by preparative HPLC (C18 Aquasil 20×250 mm; 40-85% methanol in water in 45 minutes at 10 mL/min) to give compound 17 (20.3 mg, 29%) as a white crust... Starting materials: [BH4-], C[O-], CO, COC(=O)C(C)Oc1cc(Cl)ccc1C=O, Cl, [Na+], [Na+]. The product is COC(=O)C(C)Oc1cc(Cl)ccc1CO. Reaction SMILES: [BH4-:20].[CH3:1][O-:2].[CH3:23][OH:24].[Cl:4][c:5]1[cH:6][cH:7][c:8]([CH:18]=[O:19])[c:9]([O:10][CH:11]([C:12](=[O:13])[O:14][CH3:15])[CH3:16])[cH:17]1.[ClH:22].[Na+:21].[Na+:3]>>[Cl:4][c:5]1[cH:6][cH:7][c:8]([CH2:18][OH:19])[c:9]([O:10][CH:11]([C:12](=[O:13])[O:14][CH3:15])[CH3:16])[cH:17]1. The reactants are N1=CC=CC=C1 (pyridine), ClC1=C(OCC(=O)Cl)C=CC(=C1)Cl (2,4-dichlorophenoxyacetyl chloride), NC1=CC=NN1C1=C(C=C(C=C1Cl)C(F)(F)F)Cl (5-amino-1-(2,6-dichloro-4-trifluoromethylphenyl)-pyrazole). Run in ClCCl (dichloromethane), ClCCl (dichloromethane). Conditions: time 16 hour. The product is ClC1=C(OCC(=O)NC2=CC=NN2C2=C(C=C(C=C2Cl)C(F)(F)F)Cl)C=CC(=C1)Cl (5-(2,4-dichlorophenoxyacetamido)-1-(2,6-dichloro-4-trifluoromethylphenyl)-pyrazole). Yield: 94.3%. Reaction SMILES: N1C=CC=CC=1.[Cl:7][C:8]1[CH:18]=[C:17]([Cl:19])[CH:16]=[CH:15][C:9]=1[O:10][CH2:11][C:12](Cl)=[O:13].[NH2:20][C:21]1[N:25]([C:26]2[C:31]([Cl:32])=[CH:30][C:29]([C:33]([F:36])([F:35])[F:34])=[CH:28][C:27]=2[Cl:37])[N:24]=[CH:23][CH:22]=1>ClCCl>[Cl:7][C:8]1[CH:18]=[C:17]([Cl:19])[CH:16]=[CH:15][C:9]=1[O:10][CH2:11][C:12]([NH:20][C:21]1[N:25]([C:26]2[C:31]([Cl:32])=[CH:30][C:29]([C:33]([F:34])([F:36])[F:35])=[CH:28][C:27]=2[Cl:37])[N:24]=[CH:23][CH:22]=1)=[O:13]. Procedure details: 2.2 ml (0.0275 mol) of anhydrous pyridine and 6.7 g (0.027 mol) of 96.3 percent strength 2,4-dichlorophenoxyacetyl chloride are added successively to 8 g (0.027 mol) of 5-amino-1-(2,6-dichloro-4-trifluoromethylphenyl)-pyrazole (cf. U.S. Pat. No. 4,614,533, supra, in 60 ml of dichloromethane with stirring at 0° C. to 5° C. and the mixture is stirred for 16 hours at room temperature. The mixture is worked up by adding 100 ml of dichloromethane, washing successively with dilute hydrochloric acid, s...